Task: describe an organic reaction: reactants, conditions, products, and yield. Dataset: the Open Reaction Database (ORD), a public repository of structured organic reaction records Starting materials: Cl.C(C)(=O)OCC (Hydrochloric acid ethyl acetate), CN(CCCNC(=O)OCCC1N(CCCC1)C(=O)OCCCCCCCCCCCCCCCCCC)C (octadecyl 2-{2-[N-[3-(dimethylamino)propyl]carbamoyloxy]ethyl}piperidinecarboxylate). Run in C(C)(=O)OCC (ethyl acetate). Reaction conditions: time 15 minute. Product: Cl.CN(CCCNC(=O)OCCC1N(CCCC1)C(=O)OCCCCCCCCCCCCCCCCCC)C (Octadecyl 2-{2-[N-[3-(dimethylamino)propyl]carbamoyloxy]ethyl}piperidinecarboxylate hydrochloride). RXN SMILES: [ClH:1].C(OCC)(=O)C.[CH3:8][N:9]([CH3:46])[CH2:10][CH2:11][CH2:12][NH:13][C:14]([O:16][CH2:17][CH2:18][CH:19]1[CH2:24][CH2:23][CH2:22][CH2:21][N:20]1[C:25]([O:27][CH2:28][CH2:29][CH2:30][CH2:31][CH2:32][CH2:33][CH2:34][CH2:35][CH2:36][CH2:37][CH2:38][CH2:39][CH2:40][CH2:41][CH2:42][CH2:43][CH2:44][CH3:45])=[O:26])=[O:15]>C(OCC)(=O)C>[ClH:1].[CH3:46][N:9]([CH3:8])[CH2:10][CH2:11][CH2:12][NH:13][C:14]([O:16][CH2:17][CH2:18][CH:19]1[CH2:24][CH2:23][CH2:22][CH2:21][N:20]1[C:25]([O:27][CH2:28][CH2:29][CH2:30][CH2:31][CH2:32][CH2:33][CH2:34][CH2:35][CH2:36][CH2:37][CH2:38][CH2:39][CH2:40][CH2:41][CH2:42][CH2:43][CH2:44][CH3:45])=[O:26])=[O:15] |f:0.1,4.5|. Procedure details: 4N Hydrochloric acid/ethyl acetate solution (1.28 ml) was added to a solution of octadecyl 2-{2-[N-[3-(dimethylamino)propyl]carbamoyloxy]ethyl}piperidinecarboxylate (1.55 g) in ethyl acetate (5 ml). After being stirred for 15 minutes at room temperature, the reaction mixture was concentrated, thereby yielding the entitled compound (1.38 g) as white wax. The reactants are O=C(O)C(c1ccc(F)cc1)c1ccc(F)cc1, CN(C)C(=O)Nc1cccc(C2CCN(CCCN)CC2)c1. Yields the product CN(C)C(=O)Nc1cccc(C2CCN(CCCNC(=O)C(c3ccc(F)cc3)c3ccc(F)cc3)CC2)c1. Reaction SMILES: [F:1][c:2]1[cH:3][cH:4][c:5]([CH:8]([C:9](=[O:10])[OH:11])[c:12]2[cH:13][cH:14][c:15]([F:18])[cH:16][cH:17]2)[cH:6][cH:7]1.[NH2:19][CH2:20][CH2:21][CH2:22][N:23]1[CH2:24][CH2:25][CH:26]([c:29]2[cH:30][c:31]([NH:35][C:36]([N:37]([CH3:38])[CH3:39])=[O:40])[cH:32][cH:33][cH:34]2)[CH2:27][CH2:28]1>>[F:1][c:2]1[cH:3][cH:4][c:5]([CH:8]([C:9](=[O:11])[NH:19][CH2:20][CH2:21][CH2:22][N:23]2[CH2:24][CH2:25][CH:26]([c:29]3[cH:30][c:31]([NH:35][C:36]([N:37]([CH3:38])[CH3:39])=[O:40])[cH:32][cH:33][cH:34]3)[CH2:27][CH2:28]2)[c:12]2[cH:13][cH:14][c:15]([F:18])[cH:16][cH:17]2)[cH:6][cH:7]1. Starting materials: [Li+].[OH-] (LiOH), COC(CN1N=C(N=C1C1=CC=C(C=C1)F)C1=CC=C(C=C1)F)=O ((3,5-bis-(4-fluoro-phenyl)-(1,2,4)triazol-1-yl)-acetic acid methyl ester), Cl (HCl). Solvent: O (water), O1CCOCC1 (dioxane). Run at time 24 hour. Yields the product FC1=CC=C(C=C1)C1=NN(C(=N1)C1=CC=C(C=C1)F)CC(=O)O ((3,5-bis-(4-Fluoro-phenyl)-(1,2,4)triazol-1-yl)-acetic acid). Yield: 98.3%. RXN SMILES: C[O:2][C:3](=[O:24])[CH2:4][N:5]1[C:9]([C:10]2[CH:15]=[CH:14][C:13]([F:16])=[CH:12][CH:11]=2)=[N:8][C:7]([C:17]2[CH:22]=[CH:21][C:20]([F:23])=[CH:19][CH:18]=2)=[N:6]1.[Li+].[OH-].Cl>O1CCOCC1.O>[F:23][C:20]1[CH:21]=[CH:22][C:17]([C:7]2[N:8]=[C:9]([C:10]3[CH:15]=[CH:14][C:13]([F:16])=[CH:12][CH:11]=3)[N:5]([CH2:4][C:3]([OH:24])=[O:2])[N:6]=2)=[CH:18][CH:19]=1 |f:1.2|. Reported procedure: 30.8 g of (3,5-bis-(4-fluoro-phenyl)-(1,2,4)triazol-1-yl)-acetic acid methyl ester was dissolved in 250 mL dioxane and a solution of 2.4 g LiOH in 250 mL of water was added. The mixture was stirred for 24 h at RT. Then, HCl-solution was added and the precipitate was filtered to give 29 g of the desired product. Rt: 1.28 min (method B), (M+H)+: 316 Starting materials: C(C(=O)Cl)(=O)Cl (Oxalyl chloride), CC=1C=C(C(=O)O)C=CC1C1=CSC=C1C (3-Methyl-4-(4-methyl-3-thienyl)benzoic acid), ON=C(N)C1=C(C=CC=C1)OC(F)(F)F (N′-Hydroxy-2-(trifluoromethoxy)benzenecarboximidamide), CCN(C(C)C)C(C)C (DIEA). The product is CC=1C=C(C=CC1C1=CSC=C1C)C1=NC(=NO1)C1=C(C=CC=C1)OC(F)(F)F (5-[3-methyl-4-(4-methyl-3-thienyl)phenyl]-3-[2-(trifluoromethoxy)phenyl]-1,2,4-oxadiazole). As a reaction SMILES: C(Cl)(=O)C(Cl)=O.[CH3:7][C:8]1[CH:9]=[C:10]([CH:14]=[CH:15][C:16]=1[C:17]1[C:21]([CH3:22])=[CH:20][S:19][CH:18]=1)[C:11]([OH:13])=O.O[N:24]=[C:25]([C:27]1[CH:32]=[CH:31][CH:30]=[CH:29][C:28]=1[O:33][C:34]([F:37])([F:36])[F:35])[NH2:26].CCN(C(C)C)C(C)C>>[CH3:7][C:8]1[CH:9]=[C:10]([C:11]2[O:13][N:26]=[C:25]([C:27]3[CH:32]=[CH:31][CH:30]=[CH:29][C:28]=3[O:33][C:34]([F:35])([F:36])[F:37])[N:24]=2)[CH:14]=[CH:15][C:16]=1[C:17]1[C:21]([CH3:22])=[CH:20][S:19][CH:18]=1. Procedure: Oxalyl chloride (131 μL; 1.55 mmol; 3 eq.), Intermediate 20 (120 mg; 0.52 mmol; 1 eq.), Intermediate 2 (114 mg; 0.52 mmol, 1 eq.) and DIEA (267 μL; 1.55 mmol; 3 eq.) were reacted according to general procedure 2. Purification by column chromatography c-hexane/ethyl acetate, 95/5) afforded the title compound as a white solid. Product: Nc1nc(Cl)cc(Oc2ccc3c(c2)OCN3C(=O)Nc2ccc(F)c(C(F)(F)F)c2)n1. Starting materials: O=C([O-])[O-], [Cs+], [Cs+], O=C(Nc1ccc(F)c(C(F)(F)F)c1)N1COc2cc(O)ccc21, Nc1nc(Cl)cc(Cl)n1, CN(C)C=O. Reaction SMILES: [C:34](=[O:35])([O-:36])[O-:37].[Cs+:38].[Cs+:39].[F:1][c:2]1[c:3]([C:21]([F:22])([F:23])[F:24])[cH:4][c:5]([NH:8][C:9](=[O:10])[N:11]2[CH2:12][O:13][c:14]3[c:15]2[cH:16][cH:17][c:18]([OH:20])[cH:19]3)[cH:6][cH:7]1.[NH2:25][c:26]1[n:27][c:28]([Cl:33])[cH:29][c:30]([Cl:32])[n:31]1.[O:40]=[CH:41][N:42]([CH3:43])[CH3:44]>>[F:1][c:2]1[c:3]([C:21]([F:22])([F:23])[F:24])[cH:4][c:5]([NH:8][C:9](=[O:10])[N:11]2[CH2:12][O:13][c:14]3[c:15]2[cH:16][cH:17][c:18]([O:20][c:30]2[cH:29][c:28]([Cl:33])[n:27][c:26]([NH2:25])[n:31]2)[cH:19]3)[cH:6][cH:7]1. Reported procedure: The title compound is prepared according to the procedure of Example 23 using 45 g of 2,4-di-(4-methoxy-α-cumyl)phenol prepared in Example 7 and 131 g of the diazonium salt solution of Example 11. The desired product is obtained in a yield of 49.1 g as a crimson red solid melting at 150-152° C. The structure is confirmed by 1Hnmr and mass spectroscopy analyses. Yields the product ClC=1C=CC(=C(C1)N=NC1=C(C(=CC(=C1)C(C)(C)C1=CC=C(C=C1)OC)C(C)(C)C1=CC=C(C=C1)OC)O)[N+](=O)[O-] (5-Chloro-2-nitro-2′-hydroxy-3′,5′-di-(4-methoxy-α-cumyl)azobenzene), solid. Reaction SMILES: [CH3:1][O:2][C:3]1[CH:29]=[CH:28][C:6]([C:7]([C:10]2[CH:15]=[C:14]([C:16]([C:19]3[CH:24]=[CH:23][C:22]([O:25][CH3:26])=[CH:21][CH:20]=3)([CH3:18])[CH3:17])[CH:13]=[CH:12][C:11]=2[OH:27])([CH3:9])[CH3:8])=[CH:5][CH:4]=1.[Cl-:30].Cl[C:32]1[CH:37]=[CH:36][C:35]([N+:38]#[N:39])=[C:34]([N+:40]([O-:42])=[O:41])[CH:33]=1>>[Cl:30][C:37]1[CH:32]=[CH:33][C:34]([N+:40]([O-:42])=[O:41])=[C:35]([N:38]=[N:39][C:12]2[CH:13]=[C:14]([C:16]([C:19]3[CH:20]=[CH:21][C:22]([O:25][CH3:26])=[CH:23][CH:24]=3)([CH3:18])[CH3:17])[CH:15]=[C:10]([C:7]([C:6]3[CH:5]=[CH:4][C:3]([O:2][CH3:1])=[CH:29][CH:28]=3)([CH3:8])[CH3:9])[C:11]=2[OH:27])[CH:36]=1 |f:1.2|. Starting materials: COC1=CC=C(C(C)(C)C2=C(C=CC(=C2)C(C)(C)C2=CC=C(C=C2)OC)O)C=C1 (2,4-Di-(4-methoxy-α-cumyl)phenol), [Cl-].ClC1=CC(=C(C=C1)[N+]#N)[N+](=O)[O-] (4-Chloro-2-nitrobenzenediazonium Chloride). The reactants are COC(OC)N(C)C, N#Cc1cc([N+](=O)[O-])ccc1N, C1COCCO1. Product: CN(C)C=Nc1ccc([N+](=O)[O-])cc1C#N. Reaction SMILES: [CH3:13][O:14][CH:15]([N:16]([CH3:17])[CH3:18])[O:19][CH3:20].[N+:1](=[O:2])([O-:3])[c:4]1[cH:5][cH:6][c:7]([NH2:12])[c:8]([C:9]#[N:10])[cH:11]1.[O:21]1[CH2:22][CH2:23][O:24][CH2:25][CH2:26]1>>[N+:1](=[O:2])([O-:3])[c:4]1[cH:5][cH:6][c:7]([N:12]=[CH:15][N:16]([CH3:17])[CH3:18])[c:8]([C:9]#[N:10])[cH:11]1. Starting materials: C(C)(=O)O[C@@H](CC[C@@H]1[C@H](N(C1=O)C1=CC=C(C=C1)I)C1=CC=C(C=C1)O[Si](C)(C)C(C)(C)C)C1=CC=C(C=C1)F ((1S)-3-[(2S,3R)-2-(4-{[tert-butyl(dimethyl)silyl]oxy}phenyl)-1-(4-iodophenyl)-4-oxoazetidin-3-yl]-1-(4-fluorophenyl)propyl acetate), [C-]#N.[Na+] (sodium cyanide). Solvent: CO (methanol). Conditions: temperature 50 celsius. Yields the product EtOAc hexanes, [Si](C)(C)(C(C)(C)C)OC1=CC=C(C=C1)[C@@H]1[C@H](C(N1C1=CC=C(C=C1)I)=O)CC[C@H](O)C1=CC=C(C=C1)F ((3R,4S)-4-(4-{[tert-butyl(dimethyl)silyl]oxy}phenyl)-3-[(3S)-3-(4-fluorophenyl)-3-hydroxypropyl]-1-(4-iodophenyl)azetidin-2-one). As a reaction SMILES: C([O:4][C@H:5]([C:34]1[CH:39]=[CH:38][C:37]([F:40])=[CH:36][CH:35]=1)[CH2:6][CH2:7][C@H:8]1[C:11](=[O:12])[N:10]([C:13]2[CH:18]=[CH:17][C:16]([I:19])=[CH:15][CH:14]=2)[C@@H:9]1[C:20]1[CH:25]=[CH:24][C:23]([O:26][Si:27]([C:30]([CH3:33])([CH3:32])[CH3:31])([CH3:29])[CH3:28])=[CH:22][CH:21]=1)(=O)C.[C-]#N.[Na+]>CO>[Si:27]([O:26][C:23]1[CH:22]=[CH:21][C:20]([C@H:9]2[N:10]([C:13]3[CH:18]=[CH:17][C:16]([I:19])=[CH:15][CH:14]=3)[C:11](=[O:12])[C@@H:8]2[CH2:7][CH2:6][C@@H:5]([C:34]2[CH:35]=[CH:36][C:37]([F:40])=[CH:38][CH:39]=2)[OH:4])=[CH:25][CH:24]=1)([C:30]([CH3:33])([CH3:32])[CH3:31])([CH3:29])[CH3:28] |f:1.2|. Reported procedure: To a solution of 15 mg (0.022 mmol) (1S)-3-[(2S,3R)-2-(4-{[tert-butyl(dimethyl)silyl]oxy}phenyl)-1-(4-iodophenyl)-4-oxoazetidin-3-yl]-1-(4-fluorophenyl)propyl acetate (Alternate Example 6, step A) in 1 mL anhydrous methanol under nitrogen atmosphere was added 2 mg of sodium cyanide. The reaction mixture was heated at 50° C. for 1.25 hr at which time the volatiles were removed by a nitrogen stream. The residue was purified by prep. Tlc eluting with EtOAc/hexanes (1/3) to afford the title compound... Starting materials: COC1=C(C(=CC=C1)OC)CCC (1,3-Dimethoxy-2-(n-propyl)benzene), Br (hydrobromic acid), C(C)(=O)O (acetic acid). Run in O (water). Product: C(CC)C=1C(=C(C=CC1O)C(C)=O)O (3'-(n-Propyl)-2',4'-Dihydroxyacetophenone). Yield: 41.0%. As a reaction SMILES: C[O:2][C:3]1[CH:8]=[CH:7][CH:6]=[C:5]([O:9]C)[C:4]=1[CH2:11][CH2:12][CH3:13].Br.[C:15](O)(=[O:17])[CH3:16]>O>[CH2:11]([C:4]1[C:5]([OH:9])=[C:6]([C:15](=[O:17])[CH3:16])[CH:7]=[CH:8][C:3]=1[OH:2])[CH2:12][CH3:13]. Procedure details: 1,3-Dimethoxy-2-(n-propyl)benzene (0.90 g, 5.0 mmol), 48% aqueous hydrobromic acid (30 ml, 265 mmol), and glacial acetic acid (150 ml) were combined and stirred at reflux temperature for 72 hours. The reaction mixture was cooled to room temperature then added to water (250 ml). The aqueous mixture was extracted with ether (500 ml, 2×). The organic phases were combined, washed with brine (100 ml), dried over magnesium sulfate and concentrated in vacuo. The residue was flash chromatographed over K...